Dataset: the Open Reaction Database (ORD), a public repository of structured organic reaction records. Task: describe an organic reaction: reactants, conditions, products, and yield Starting materials: Cc1nc2ccccc2n1C1CC2CCC(C1)N2CCC1(CN(C)C(=O)OC(C)(C)C)CCc2ccccc21, ClCCl, Cl, [Na+], O=C([O-])O, C1COCCO1. RXN SMILES: [CH3:1][N:2]([C:3](=[O:4])[O:5][C:6]([CH3:7])([CH3:8])[CH3:9])[CH2:10][C:11]1([CH2:20][CH2:21][N:22]2[CH:23]3[CH2:24][CH:25]([n:30]4[c:31]([CH3:39])[n:32][c:33]5[c:34]4[cH:35][cH:36][cH:37][cH:38]5)[CH2:26][CH:27]2[CH2:28][CH2:29]3)[CH2:12][CH2:13][c:14]2[cH:15][cH:16][cH:17][cH:18][c:19]21.[Cl:46][CH2:47][Cl:48].[ClH:40].[Na+:45].[O-:41][C:42]([OH:43])=[O:44].[O:49]1[CH2:50][CH2:51][O:52][CH2:53][CH2:54]1>>[CH3:1][NH:2][CH2:10][C:11]1([CH2:20][CH2:21][N:22]2[CH:23]3[CH2:24][CH:25]([n:30]4[c:31]([CH3:39])[n:32][c:33]5[c:34]4[cH:35][cH:36][cH:37][cH:38]5)[CH2:26][CH:27]2[CH2:28][CH2:29]3)[CH2:12][CH2:13][c:14]2[cH:15][cH:16][cH:17][cH:18][c:19]21. Yields the product CNCC1(CCN2C3CCC2CC(n2c(C)nc4ccccc42)C3)CCc2ccccc21.